Dataset: the Open Reaction Database (ORD), a public repository of structured organic reaction records. Task: describe an organic reaction: reactants, conditions, products, and yield The reactants are C(C)OC(=O)C1=COC=C1C(=O)OCC (furan-3,4-dicarboxylic acid diethyl ester), [OH-].[K+] (potassium hydroxide). The solvent is C(C)O (ethanol). Product: C(C)OC(=O)C1=COC=C1C(=O)O (Furan-3,4-dicarboxylic acid monoethyl ester). As a reaction SMILES: C([O:3][C:4]([C:6]1[C:10]([C:11]([O:13][CH2:14][CH3:15])=[O:12])=[CH:9][O:8][CH:7]=1)=[O:5])C.[OH-].[K+]>C(O)C>[CH2:14]([O:13][C:11]([C:10]1[C:6]([C:4]([OH:5])=[O:3])=[CH:7][O:8][CH:9]=1)=[O:12])[CH3:15] |f:1.2|. Procedure details: A solution of 235 gm of furan-3,4-dicarboxylic acid diethyl ester and 62.1 gm of potassium hydroxide in 800 ml of 60% ethanol was stirred for 2 hours at room temperature, and then the solvent was distilled off in vacuo. The residue was acidified by carefully adding an aqueous KHSO4 solution dropwise thereto, while stirring, and the monoester was extracted with methylene chloride and crystallized from ethyl acetate/petroleum ether.